describe an organic reaction: reactants, conditions, products, and yield From a dataset of the Open Reaction Database (ORD), a public repository of structured organic reaction records. Reactants: Intermediate 7, CC1CC(C(CC1)=O)CC(C1=CC=CC=C1)=O (4-methyl-2-(2-oxo-2-phenylethyl)cyclohexanone), NC1=CC=C(C(=O)O)C=C1 (4-aminobenzoic acid). The product is CC1CC=2C=C(N(C2CC1)C1=CC=C(C(=O)O)C=C1)C1=CC=CC=C1 (4-(5-methyl-2-phenyl-4,5,6,7-tetrahydro-1H-indol-1-yl)benzoic acid). Isolated yield 73.0%. Reaction SMILES: [CH3:1][CH:2]1[CH2:7][CH2:6][C:5](=O)[CH:4]([CH2:9][C:10](=O)[C:11]2[CH:16]=[CH:15][CH:14]=[CH:13][CH:12]=2)[CH2:3]1.[NH2:18][C:19]1[CH:27]=[CH:26][C:22]([C:23]([OH:25])=[O:24])=[CH:21][CH:20]=1>>[CH3:1][CH:2]1[CH2:7][CH2:6][C:5]2[N:18]([C:19]3[CH:27]=[CH:26][C:22]([C:23]([OH:25])=[O:24])=[CH:21][CH:20]=3)[C:10]([C:11]3[CH:16]=[CH:15][CH:14]=[CH:13][CH:12]=3)=[CH:9][C:4]=2[CH2:3]1. Procedure details: Following the general methods as outlined under Intermediate 7, starting from 4-methyl-2-(2-oxo-2-phenylethyl)cyclohexanone and 4-aminobenzoic acid, the title compound was isolated in 73% yield (95% purity by HPLC). MS(ESI+): 332.5; MS(ESI−): 330.4. The reactants are COC(=O)C=1N(S(C2=C(C1OS(=O)(=O)C(F)(F)F)C=CC=C2)(=O)=O)C2=C(C=CC=C2)C(F)(F)F (1,1-dioxo-4-(trifluoro-methanesulfonyloxy)-2-(2-trifluoromethyl-phenyl)-1,2-dihydro-1λ6-benzo[e][1,2]thiazine-3-carboxylic acid methyl ester), C(CCC)[Li] (n-butyllithium), BrC=1C=C(C2=C(OCO2)C1)CC (6-bromo-4-ethyl-benzo[1,3]dioxole). Reagents/catalysts: C1(=CC=CC=C1)P(C1=CC=CC=C1)C1=CC=CC=C1.C1(=CC=CC=C1)P(C1=CC=CC=C1)C1=CC=CC=C1.C1(=CC=CC=C1)P(C1=CC=CC=C1)C1=CC=CC=C1.C1(=CC=CC=C1)P(C1=CC=CC=C1)C1=CC=CC=C1.[Pd] (palladium tetrakis(triphenyl phosphine)), [Br-].[Zn+2].[Br-] (zinc bromide). Solvent: O1CCCC1 (tetrahydrofuran), O1CCCC1 (tetrahydrofuran). Run at temperature -78 celsius, time 45 minute. Yields the product BrC=1C=C(C=C(C1)CCO)O (5-bromo-2,3-dihydroxyethylbenzene). Isolated yield 53.0%. Reaction SMILES: [Br:1][C:2]1[CH:3]=[C:4]([CH2:11][CH3:12])[C:5]2OC[O:7][C:6]=2[CH:10]=1.C([Li])CCC.C[O:19]C(C1N(C2C=CC=CC=2C(F)(F)F)S(=O)(=O)C2C=CC=CC=2C=1OS(C(F)(F)F)(=O)=O)=O>O1CCCC1.[Br-].[Zn+2].[Br-].C1(P(C2C=CC=CC=2)C2C=CC=CC=2)C=CC=CC=1.C1(P(C2C=CC=CC=2)C2C=CC=CC=2)C=CC=CC=1.C1(P(C2C=CC=CC=2)C2C=CC=CC=2)C=CC=CC=1.C1(P(C2C=CC=CC=2)C2C=CC=CC=2)C=CC=CC=1.[Pd]>[Br:1][C:2]1[CH:10]=[C:6]([OH:7])[CH:5]=[C:4]([CH2:11][CH2:12][OH:19])[CH:3]=1 |f:4.5.6,7.8.9.10.11|. Procedure details: To tetrahydrofuran (30 mL) was added (6-bromo-4-ethyl-benzo[1,3]dioxole) (1.24 g, 5.41 mmol). After cooling to −78° C., a solution of n-butyllithium (1.6 M in hexane, 3.54 mL) was added. After stirring for 45 minutes, a solution of anhydrous zinc bromide (1.27 g, 5.69 mmol) in tetrahydrofuran (20 mL) was added, and the mixture was stirred at −72° C. for 45 minutes, followed by warming to −25° C. To this mixture was added 1,1-dioxo-4-(trifluoro-methanesulfonyloxy)-2-(2-trifluoromethyl-phenyl)-1,2... Reactants: C(C)OC(COC1=C(C=C2CCN3C(C2=C1)=C(C=C3C(N(C)C(C)(C)C)=O)C=3SC=CC3)OC)=O ([3-(tert-Butyl-methyl-carbamoyl)-8-methoxy-1-thiophen-2-yl-5,6-dihydro-pyrrolo[2,1-α]isoquinolin-9-yloxy]-acetic acid ethyl ester), [OH-].[K+] (KOH), Cl (HCl). Solvent: C(C)O (ethanol), O (water). Run at temperature 78 celsius, time 1 hour. Yields the product C(C)(C)(C)N(C(=O)C1=CC(=C2N1CCC1=CC(=C(C=C21)OCC(=O)O)OC)C=2SC=CC2)C ([3-(tert-Butyl-methyl-carbamoyl)-8-methoxy-1-thiophen-2-yl-5,6-dihydro-pyrrolo[2,1-α]isoquinolin-9-yloxy]-acetic acid). As a reaction SMILES: C([O:3][C:4](=[O:35])[CH2:5][O:6][C:7]1[CH:16]=[C:15]2[C:10]([CH2:11][CH2:12][N:13]3[C:19]([C:20](=[O:27])[N:21]([C:23]([CH3:26])([CH3:25])[CH3:24])[CH3:22])=[CH:18][C:17]([C:28]4[S:29][CH:30]=[CH:31][CH:32]=4)=[C:14]32)=[CH:9][C:8]=1[O:33][CH3:34])C.[OH-].[K+].Cl>C(O)C.O>[C:23]([N:21]([CH3:22])[C:20]([C:19]1[N:13]2[CH2:12][CH2:11][C:10]3[C:15]([C:14]2=[C:17]([C:28]2[S:29][CH:30]=[CH:31][CH:32]=2)[CH:18]=1)=[CH:16][C:7]([O:6][CH2:5][C:4]([OH:35])=[O:3])=[C:8]([O:33][CH3:34])[CH:9]=3)=[O:27])([CH3:25])([CH3:26])[CH3:24] |f:1.2|. Reported procedure: A mixture of the product of example 63 (150 mg) and solid KOH (51 mg) in ethanol (5 ml) and water (5 ml) was stirred at 78° C. for 1 h. At room temperature, the reaction mixture was acidified with an aqueous HCl solution (1.0 M) until pH=1-2 and extracted with dichloromethane. The organic layer was washed with brine, dried (MgSO4), filtered and concentrated in vacuo.